This data is from the Open Reaction Database (ORD), a public repository of structured organic reaction records. The task is: describe an organic reaction: reactants, conditions, products, and yield The reactants are CCO, CN(C)C=O, O=C(Cl)CCl, CCOC(=O)c1cn2c(n1)CNc1ccccc1-2. Yields the product CCOC(=O)c1cn2c(n1)CN(C(=O)CCl)c1ccccc1-2. As a reaction SMILES: [CH3:24][CH2:25][OH:26].[CH3:27][N:28]([CH3:29])[CH:30]=[O:31].[Cl:19][CH2:20][C:21](=[O:22])[Cl:23].[cH:1]1[c:2]([C:14](=[O:15])[O:16][CH2:17][CH3:18])[n:3][c:4]2[n:5]1-[c:6]1[cH:7][cH:8][cH:9][cH:10][c:11]1[NH:12][CH2:13]2>>[cH:1]1[c:2]([C:14](=[O:15])[O:16][CH2:17][CH3:18])[n:3][c:4]2[n:5]1-[c:6]1[cH:7][cH:8][cH:9][cH:10][c:11]1[N:12]([C:21]([CH2:20][Cl:19])=[O:22])[CH2:13]2.